From a dataset of the Open Reaction Database (ORD), a public repository of structured organic reaction records. describe an organic reaction: reactants, conditions, products, and yield Reactants: [Li+].[OH-] (LiOH), BrC=1C=CC(=C(C(=O)OCC2=C(C=CC=C2)F)C1)OCC1=C(C=CC=C1)F ((2-fluorophenyl)methyl 5-bromo-2-{[(2-fluorophenyl)methyl]oxy}benzoate), Cl (HCl). Solvent: O1CCCC1 (tetrahydrofuran), O (water), ice water, O (water). Reaction conditions: temperature 70 celsius, time 8 hour. Yields the product BrC=1C=CC(=C(C(=O)O)C1)OCC1=C(C=CC=C1)F (5-Bromo-2-{[(2-fluorophenyl)methyl]oxy}benzoic acid). Reaction SMILES: [Li+].[OH-].[Br:3][C:4]1[CH:5]=[CH:6][C:7]([O:21][CH2:22][C:23]2[CH:28]=[CH:27][CH:26]=[CH:25][C:24]=2[F:29])=[C:8]([CH:20]=1)[C:9]([O:11]CC1C=CC=CC=1F)=[O:10].Cl>O1CCCC1.O>[Br:3][C:4]1[CH:5]=[CH:6][C:7]([O:21][CH2:22][C:23]2[CH:28]=[CH:27][CH:26]=[CH:25][C:24]=2[F:29])=[C:8]([CH:20]=1)[C:9]([OH:11])=[O:10] |f:0.1|. Reported procedure: Solid LiOH (0.24 g, 10.16 mmol) was added to a stirred solution of (2-fluorophenyl)methyl 5-bromo-2-{[(2-fluorophenyl)methyl]oxy}benzoate (may be prepared as described in Description 84; 1 g, 2.03 mmol) in tetrahydrofuran (30 ml) and water (10 ml) in air at room temperature. The reaction mixture was stirred at 70° C. overnight. After cooled to room temperature, the solvent was removed to obtain a solid, which was dissolved in water (20 ml) and stirred in ice-water bath. 1 M HCl (aq) was added to... Reactants: CCO, Cl, CC1CC(Cc2ccc(-c3ccccc3)cc2)NC1=O. Yields the product CCOC(=O)C(C)CC(N)Cc1ccc(-c2ccccc2)cc1. As a reaction SMILES: [CH3:22][CH2:23][OH:24].[ClH:21].[c:1]1(-[c:15]2[cH:16][cH:17][cH:18][cH:19][cH:20]2)[cH:2][cH:3][c:4]([CH2:7][CH:8]2[CH2:9][CH:10]([CH3:14])[C:11](=[O:13])[NH:12]2)[cH:5][cH:6]1>>[c:1]1(-[c:15]2[cH:16][cH:17][cH:18][cH:19][cH:20]2)[cH:2][cH:3][c:4]([CH2:7][CH:8]([CH2:9][CH:10]([C:11](=[O:13])[O:24][CH2:23][CH3:22])[CH3:14])[NH2:12])[cH:5][cH:6]1. The reactants are CC1(CCN(CC1)C1CCC2=CC=CC=C12)N1C(NC2=C1C=CC=C2)=O (1-(4-methyl-1-indan-1-ylpiperidin-4-yl)-1,3-dihydro-2H-benzimidazol-2-one), Cl.C(C)(=O)OCC (hydrochloric acid ethyl acetate), CC1(CCN(CC1)C1CCC2=CC=CC=C12)N1C(N(C2=C1C=CC=C2)CC(=O)NC)=O (2-{3-(4-methyl-1-indan-1-ylpiperidin-4-yl)-2,3-dihydro-2-oxo-benzimidazol-1-yl}-N-methylacetamide), Cl (hydrochloride). Product: Cl.CC1(CCN(CC1)C1CCC2=CC=CC=C12)N1C(N(C2=C1C=CC=C2)CC(=O)NC)=O (2-{3-(4-methyl-1-indan-1-ylpiperidin-4-yl)-2,3-dihydro-2-oxo-benzimidazol-1-yl}-N-methylacetamide hydrochloride). As a reaction SMILES: CC1(N2C3C=CC=CC=3NC2=O)CCN(C2C3C(=CC=CC=3)CC2)CC1.[CH3:27][C:28]1([N:43]2[C:47]3[CH:48]=[CH:49][CH:50]=[CH:51][C:46]=3[N:45]([CH2:52][C:53]([NH:55][CH3:56])=[O:54])[C:44]2=[O:57])[CH2:33][CH2:32][N:31]([CH:34]2[C:42]3[C:37](=[CH:38][CH:39]=[CH:40][CH:41]=3)[CH2:36][CH2:35]2)[CH2:30][CH2:29]1.[ClH:58].Cl.C(OCC)(=O)C>>[ClH:58].[CH3:27][C:28]1([N:43]2[C:47]3[CH:48]=[CH:49][CH:50]=[CH:51][C:46]=3[N:45]([CH2:52][C:53]([NH:55][CH3:56])=[O:54])[C:44]2=[O:57])[CH2:33][CH2:32][N:31]([CH:34]2[C:42]3[C:37](=[CH:38][CH:39]=[CH:40][CH:41]=3)[CH2:36][CH2:35]2)[CH2:30][CH2:29]1 |f:3.4,5.6|. Reported procedure: In the same manner as in Example 2 and using 1-(4-methyl-1-indan-1-ylpiperidin-4-yl)-1,3-dihydro-2H-benzimidazol-2-one, 2-{3-(4-methyl-1-indan-1-ylpiperidin-4-yl)-2,3-dihydro-2-oxo-benzimidazol-1-yl}-N-methylacetamide was synthesized, which was then converted to hydrochloride with 4N hydrochloric acid-ethyl acetate solution to give the title compound as a brown solid. The reactants are C(#N)N1C(=NC(C1=O)(C)C(C)C)C1=C(C(=O)OCC[Si](C)(C)C)C=CC=N1 (2-(trimethylsilyl)ethyl 2-(1-cyano-4-isopropyl-4-methyl-5-oxo-2-imidazolin-2-yl)nicotinate), [F-].C(CCC)[N+](CCCC)(CCCC)CCCC (tetrabutylammonium fluoride). Run in O1CCCC1 (tetrahydrofuran). Conditions: time 72 hour. The product is C(#N)N1C(=NC(C1=O)(C)C(C)C)C1=C(C(=O)[O-])C=CC=N1.C(CCC)[N+](CCCC)(CCCC)CCCC (Tetrabutylammonium 2-(1-cyano-4-isopropyl-4-methyl-5-oxo-2-imidazolin-2-yl)nicotinate). Yield: 82.4%. As a reaction SMILES: [C:1]([N:3]1[C:7](=[O:8])[C:6]([CH:10]([CH3:12])[CH3:11])([CH3:9])[N:5]=[C:4]1[C:13]1[N:27]=[CH:26][CH:25]=[CH:24][C:14]=1[C:15]([O:17]CC[Si](C)(C)C)=[O:16])#[N:2].[F-].[CH2:29]([N+:33]([CH2:42][CH2:43][CH2:44][CH3:45])([CH2:38][CH2:39][CH2:40][CH3:41])[CH2:34][CH2:35][CH2:36][CH3:37])[CH2:30][CH2:31][CH3:32]>O1CCCC1>[C:1]([N:3]1[C:7](=[O:8])[C:6]([CH:10]([CH3:12])[CH3:11])([CH3:9])[N:5]=[C:4]1[C:13]1[N:27]=[CH:26][CH:25]=[CH:24][C:14]=1[C:15]([O-:17])=[O:16])#[N:2].[CH2:42]([N+:33]([CH2:29][CH2:30][CH2:31][CH3:32])([CH2:34][CH2:35][CH2:36][CH3:37])[CH2:38][CH2:39][CH2:40][CH3:41])[CH2:43][CH2:44][CH3:45] |f:1.2,4.5|. Procedure details: To a solution of 2-(trimethylsilyl)ethyl 2-(1-cyano-4-isopropyl-4-methyl-5-oxo-2-imidazolin-2-yl)nicotinate (7.74 g, 0.02 mol) and tetrahydrofuran is added tetrabutylammonium fluoride (0.020 mol, 1.0M, 20.0 mL). The reaction mixture is stirred at room temperature for 72 hours, concentrated in vacuo to an oil and the oil is dissolved into methylene chloride. The methylene chloride solution is washed sequentially with water and brine, dried over anhydrous magnesium sulfate and concentrated in vacu... The reactants are C(CC)C=1NC=CN1 (2-n-propylimidazole), N1C=NC(=C1)S(=O)(=O)Cl (imidazole-4-sulfonylchloride). The solvent is C1CCOC1 (THF), C1CCOC1 (THF). Reaction conditions: time 8 hour. The product is N1C=NC(=C1)S(=O)(=O)N1C(=NC=C1)CCC (1-(4-IMIDAZOLYLSULFONYL)-2-n-PROPYLIMIDAZOLE). The yield is 67.8%. As a reaction SMILES: [NH:1]1[CH:5]=[C:4]([S:6](Cl)(=[O:8])=[O:7])[N:3]=[CH:2]1.[CH2:10]([C:13]1[NH:14][CH:15]=[CH:16][N:17]=1)[CH2:11][CH3:12]>C1COCC1>[NH:1]1[CH:5]=[C:4]([S:6]([N:14]2[CH:15]=[CH:16][N:17]=[C:13]2[CH2:10][CH2:11][CH3:12])(=[O:8])=[O:7])[N:3]=[CH:2]1. Procedure: A round bottom flask equipped with a magnetic stirrer, reflux condenser and nitrogen inlet was charged with 10.85 g of imidazole-4-sulfonylchloride and 180 ml of THF. This solution was treated with a solution of 15.4 g 2-n-propylimidazole in 100 ml of THF. The reaction mixture was stirred at room temperature overnight and then refluxed 48 hours. The clear solution was concentrated to an oil and dissolved in water. The opaque solution deposited crystals on standing which were filtered, washed and...